Dataset: the Open Reaction Database (ORD), a public repository of structured organic reaction records. Task: describe an organic reaction: reactants, conditions, products, and yield Procedure: To diethyl methylsulfonylmethylphosphonate (746 mg, 3.24 mmol) in THF (20 mL) at 0° C. was added potassium t-butoxide (1.0 M in THF, 3.25 mL, 3.25 mmol) and the mixture was stirred for 5 min. Then (4-fluorophenyl)(4-(5-methyl-1H-pyrazol-3-ylamino)quinazolin-2-yl)methanone from Example 3 (375 mg, 1.08 mmol) was added and the mixture was stirred at rt for 4 h. The mixture was treated with 1 N HCl and the resulting mixture was extracted with EtOAc. The organic layer was washed with brine and then c... Conditions: time 5 minute. As a reaction SMILES: [CH3:1][S:2]([CH2:5]P(=O)(OCC)OCC)(=[O:4])=[O:3].CC(C)([O-])C.[K+].[F:20][C:21]1[CH:26]=[CH:25][C:24]([C:27]([C:29]2[N:38]=[C:37]([NH:39][C:40]3[CH:44]=[C:43]([CH3:45])[NH:42][N:41]=3)[C:36]3[C:31](=[CH:32][CH:33]=[CH:34][CH:35]=3)[N:30]=2)=O)=[CH:23][CH:22]=1.Cl>C1COCC1.CCOC(C)=O.[Pd]>[F:20][C:21]1[CH:26]=[CH:25][C:24]([CH:27]([C:29]2[N:38]=[C:37]([NH:39][C:40]3[CH:44]=[C:43]([CH3:45])[NH:42][N:41]=3)[C:36]3[C:31](=[CH:32][CH:33]=[CH:34][CH:35]=3)[N:30]=2)[CH2:5][S:2]([CH3:1])(=[O:3])=[O:4])=[CH:23][CH:22]=1 |f:1.2|. Isolated yield 4.8%. The solvent is CCOC(=O)C (EtOAc), C1CCOC1 (THF). The reactants are material, Cl (HCl), CS(=O)(=O)CP(OCC)(OCC)=O (diethyl methylsulfonylmethylphosphonate), CC(C)([O-])C.[K+] (potassium t-butoxide), FC1=CC=C(C=C1)C(=O)C1=NC2=CC=CC=C2C(=N1)NC1=NNC(=C1)C ((4-fluorophenyl)(4-(5-methyl-1H-pyrazol-3-ylamino)quinazolin-2-yl)methanone). Product: FC1=CC=C(C=C1)C(CS(=O)(=O)C)C1=NC2=CC=CC=C2C(=N1)NC1=NNC(=C1)C (2-(1-(4-fluorophenyl)-2-(methylsulfonyl)ethyl)-N-(5-methyl-1H-pyrazol-3-yl)quinazolin-4-amine). The reagents and catalysts are [Pd] (Pd—C). The reactants are CN(C)CCCCSC(=N)N, Cl, Cl, [Na+], [OH-], O. The product is CN(C)CCCCS, Cl. Reaction SMILES: [CH3:5][N:6]([CH2:7][CH2:8][CH2:9][CH2:10][S:11][C:12](=[NH:13])[NH2:14])[CH3:15].[ClH:3].[ClH:4].[Na+:2].[OH-:1].[OH2:16]>>[CH3:5][N:6]([CH2:7][CH2:8][CH2:9][CH2:10][SH:11])[CH3:15].[ClH:3]. The reactants are CCn1ccnc1, [O-]Cl, [Cu]I, CNC(=O)c1cc(Br)cc(C)c1N, [Na+], [Na+], N#C[Na], [OH-], O, Cc1cc(C)cc(C)c1. Product: CNC(=O)c1cc(C#N)cc(C)c1N. Reaction SMILES: [CH2:31]([n:32]1[cH:33][cH:34][n:35][cH:36]1)[CH3:37].[Cl:1][O-:2].[Cu:38][I:39].[NH2:6][c:7]1[c:8]([C:9](=[O:10])[NH:11][CH3:12])[cH:13][c:14]([Br:18])[cH:15][c:16]1[CH3:17].[Na+:3].[Na+:5].[Na:28][C:29]#[N:30].[OH-:4].[OH2:40].[c:19]1([CH3:20])[cH:21][c:22]([CH3:23])[cH:24][c:25]([CH3:26])[cH:27]1>>[NH2:6][c:7]1[c:8]([C:9](=[O:10])[NH:11][CH3:12])[cH:13][c:14]([C:29]#[N:30])[cH:15][c:16]1[CH3:17].